From a dataset of the Open Reaction Database (ORD), a public repository of structured organic reaction records. describe an organic reaction: reactants, conditions, products, and yield Starting materials: FC=1C(=NC(=NC1C)N1C[C@@]2(N=C(SC[C@@H]2C1)NC(C1=CC=CC=C1)=O)C1=CC=CC=C1)OC (N-[(4aR,7aS)-6-(5-fluoro-4-methoxy-6-methyl-pyrimidin-2-yl)-7a-phenyl-4,4a,5,7-tetrahydropyrrolo[3,4-d][1,3]thiazin-2-yl]benzamide), N1=CC=CC=C1 (pyridine), Cl.CON (O-methylhydroxylamine hydrochloride). The solvent is C(C)O (ethanol). Run at temperature 55 celsius. The product is C(C)(C)N (isopropyl amine), Cl.FC=1C(=NC(=NC1C)N1C[C@@]2(N=C(SC[C@@H]2C1)N)C1=CC=CC=C1)OC ((4aR,7aS)-6-(5-Fluoro-4-methoxy-6-methyl-pyrimidin-2-yl)-7a-phenyl-4,4a,5,7-tetrahydropyrrolo[3,4-d][1,3]thiazin-2-amine hydrochloride). Yield: 10.0%. RXN SMILES: [F:1][C:2]1[C:3]([O:33][CH3:34])=[N:4][C:5]([N:9]2[CH2:17][C@@H:16]3[C@@:11]([C:27]4[CH:32]=[CH:31][CH:30]=[CH:29][CH:28]=4)([N:12]=[C:13]([NH:18]C(=O)C4C=CC=CC=4)[S:14][CH2:15]3)[CH2:10]2)=[N:6][C:7]=1[CH3:8].N1C=CC=CC=1.[ClH:41].CON>C(O)C>[CH:7]([NH2:6])([CH3:8])[CH3:2].[ClH:41].[F:1][C:2]1[C:3]([O:33][CH3:34])=[N:4][C:5]([N:9]2[CH2:17][C@@H:16]3[C@@:11]([C:27]4[CH:32]=[CH:31][CH:30]=[CH:29][CH:28]=4)([N:12]=[C:13]([NH2:18])[S:14][CH2:15]3)[CH2:10]2)=[N:6][C:7]=1[CH3:8] |f:2.3,6.7|. Procedure details: To a solution of N-[(4aR,7aS)-6-(5-fluoro-4-methoxy-6-methyl-pyrimidin-2-yl)-7a-phenyl-4,4a,5,7-tetrahydropyrrolo[3,4-d][1,3]thiazin-2-yl]benzamide (68 mg, 0.14 mmol) in ethanol (5.0 mL) is added pyridine (0.115 mL, 1.42 mmol) and O-methylhydroxylamine hydrochloride (118 mg, 1.42 mmol). The mixture is heated to 55° C. for 16 hours, cooled to ambient temperature, and concentrated to dryness. The residue is purified by silica gel flash chromatography, eluting with a gradient of 0 to 100% of hexane... RXN SMILES: [CH3:18][S-:19].[CH3:23][N:24]1[CH2:25][CH2:26][N:27]([CH3:28])[C:29]1=[O:30].[CH:1]([CH3:2])([CH3:3])[O:4][c:5]1[cH:6][c:7]([C:8](=[O:9])[O:10][CH3:11])[cH:12][cH:13][c:14]1[N+:15]([O-:16])=[O:17].[Cl-:22].[Na+:20].[Na+:21].[OH2:31]>>[CH:1]([CH3:2])([CH3:3])[O:4][c:5]1[cH:6][c:7]([C:8](=[O:9])[O:10][CH3:11])[cH:12][cH:13][c:14]1[S:19][CH3:18]. The product is COC(=O)c1ccc(SC)c(OC(C)C)c1. Reactants: C[S-], CN1CCN(C)C1=O, COC(=O)c1ccc([N+](=O)[O-])c(OC(C)C)c1, [Cl-], [Na+], [Na+], O. The reactants are C(#N)C=1C=C(COC=2C=C(C(=O)OC)C=CC2)C=CC1 (methyl 3-[(3-cyanobenzyl)oxy]benzoate), COC=1C=CC(=CC1)P2(=S)SP(=S)(S2)C=3C=CC(=CC3)OC (Lawesson reagent). The solvent is C=1(C(=CC=CC1)C)C (xylene). Product: C(#N)C=1C=C(COC=2C=C(C(=S)OC)C=CC2)C=CC1 (O-methyl 3-[(3-cyanobenzyl)oxy]thiobenzoate). Isolated yield 80.5%. RXN SMILES: [C:1]([C:3]1[CH:4]=[C:5]([CH:18]=[CH:19][CH:20]=1)[CH2:6][O:7][C:8]1[CH:9]=[C:10]([CH:15]=[CH:16][CH:17]=1)[C:11]([O:13][CH3:14])=O)#[N:2].COC1C=CC(P2(SP(C3C=CC(OC)=CC=3)(=S)S2)=[S:30])=CC=1>C1(C)C(C)=CC=CC=1>[C:1]([C:3]1[CH:4]=[C:5]([CH:18]=[CH:19][CH:20]=1)[CH2:6][O:7][C:8]1[CH:9]=[C:10]([CH:15]=[CH:16][CH:17]=1)[C:11]([O:13][CH3:14])=[S:30])#[N:2]. Procedure: In an analogous manner to that described in Example 1(B). 8.9 g (33.3 mmol) of methyl 3-[(3-cyanobenzyl)oxy]benzoate were heated to reflux for 17 hours with 13.5 g (33.4 mmol) of Lawesson reagent in xylene and thereafter chromatographed on silica gel. Elution with an 8:2 and 7:3 mixture of hexane and methylene chloride yielded 7.6 g (65.8%) of O-methyl 3-[(3-cyanobenzyl)oxy]thiobenzoate as a yellow oil which gradually crystallized upon standing. Reaction SMILES: [C:1]([O:2][C:3](=[O:4])[NH:8][CH2:9][CH:10]1[N:11]([C:15](=[O:16])[c:17]2[c:18]([Cl:41])[cH:19][c:20]([C:21](=[O:22])[NH:23][CH:24]([CH2:25][C:26](=[O:27])[NH2:28])[c:29]3[n:30][c:31]4[c:32]([nH:33]3)[cH:34][cH:35][c:36]([Cl:38])[cH:37]4)[cH:39][cH:40]2)[CH2:12][CH2:13][CH2:14]1)([CH3:5])([CH3:6])[CH3:7].[CH3:50][OH:51].[Cl:49].[Cl:52][CH2:53][Cl:54].[OH:42][C:43]([C:44]([F:45])([F:46])[F:47])=[O:48]>>[NH2:8][CH2:9][CH:10]1[N:11]([C:15](=[O:16])[c:17]2[c:18]([Cl:41])[cH:19][c:20]([C:21](=[O:22])[NH:23][CH:24]([CH2:25][C:26](=[O:27])[NH2:28])[c:29]3[n:30][c:31]4[c:32]([nH:33]3)[cH:34][cH:35][c:36]([Cl:38])[cH:37]4)[cH:39][cH:40]2)[CH2:12][CH2:13][CH2:14]1. Product: NCC1CCCN1C(=O)c1ccc(C(=O)NC(CC(N)=O)c2nc3cc(Cl)ccc3[nH]2)cc1Cl. Reactants: CC(C)(C)OC(=O)NCC1CCCN1C(=O)c1ccc(C(=O)NC(CC(N)=O)c2nc3cc(Cl)ccc3[nH]2)cc1Cl, CO, Cl, ClCCl, O=C(O)C(F)(F)F.